This data is from the Open Reaction Database (ORD), a public repository of structured organic reaction records. The task is: describe an organic reaction: reactants, conditions, products, and yield The reactants are C1(CC1)C=1N=CC(=NC1OCC1CC1)C(=O)O (5-cyclopropyl-6-cyclopropylmethoxy-pyrazine-2-carboxylic acid), NC(C(=O)NC)CC1CCC1 (2-amino-3-cyclobutyl-N-methyl-propionamide). Product: C1(CCC1)CC(C(NC)=O)NC(=O)C1=NC(=C(N=C1)C1CC1)OCC1CC1 (5-Cyclopropyl-6-cyclopropylmethoxy-pyrazine-2-carboxylic acid (2-cyclobutyl-1-methylcarbamoyl-ethyl)-amide). As a reaction SMILES: [CH:1]1([C:4]2[N:5]=[CH:6][C:7]([C:15]([OH:17])=O)=[N:8][C:9]=2[O:10][CH2:11][CH:12]2[CH2:14][CH2:13]2)[CH2:3][CH2:2]1.[NH2:18][CH:19]([CH2:24][CH:25]1[CH2:28][CH2:27][CH2:26]1)[C:20]([NH:22][CH3:23])=[O:21]>>[CH:25]1([CH2:24][CH:19]([NH:18][C:15]([C:7]2[CH:6]=[N:5][C:4]([CH:1]3[CH2:2][CH2:3]3)=[C:9]([O:10][CH2:11][CH:12]3[CH2:13][CH2:14]3)[N:8]=2)=[O:17])[C:20](=[O:21])[NH:22][CH3:23])[CH2:26][CH2:27][CH2:28]1. Procedure details: The title compound was synthesized in analogy to Example 69, using 5-cyclopropyl-6-cyclopropylmethoxy-pyrazine-2-carboxylic acid (Example 10 g, 50 mg, 0.21 mmol) and 2-amino-3-cyclobutyl-N-methyl-propionamide (41.2 mg, 0.32 mmol) as starting materials and isolated (20 mg, 25.16%) as white solid; LC-MS (UV peak area, ESI) 99.32%, 373.2 (M+H)+. Reactants: Cc1cc(CC(=O)OC(C)(C)C)cc2cccnc12, [Na+], [OH-]. Yields the product Cc1cc(CC(=O)O)cc2cccnc12. Reaction SMILES: [C:1]([CH3:2])([CH3:3])([CH3:4])[O:5][C:6]([CH2:7][c:8]1[cH:9][c:10]2[cH:11][cH:12][cH:13][n:14][c:15]2[c:16]([CH3:18])[cH:17]1)=[O:19].[Na+:21].[OH-:20]>>[O:5]=[C:6]([CH2:7][c:8]1[cH:9][c:10]2[cH:11][cH:12][cH:13][n:14][c:15]2[c:16]([CH3:18])[cH:17]1)[OH:19]. Reactants: ClN1C(N(C(C1(C)C)=O)Cl)=O (1,3-dichloro-5,5-dimethyl-imidazolidine-2,4-dione), P(=O)([O-])([O-])[O-].[K+].[K+].[K+] (potassium phosphate), C(C1=CC=CC=C1)SC1=NC=CC=C1[N+](=O)[O-] (2-Benzylsulfanyl-3-nitro-pyridine), S(=O)(=O)([O-])S(=O)[O-].[Na+].[Na+] (sodium metabisulfite). Run in ClCCl (dichloromethane), ClCCl (Dichloromethane), O (water), C(C)(=O)O (Acetic acid), ClCCl (dichloromethane). Conditions: temperature 0 celsius, time 16 hour. Yields the product [N+](=O)([O-])C=1C(=NC=CC1)S(=O)(=O)Cl (3-Nitro-pyridine-2-sulfonyl chloride). RXN SMILES: C(S[C:9]1[C:14]([N+:15]([O-:17])=[O:16])=[CH:13][CH:12]=[CH:11][N:10]=1)C1C=CC=CC=1.[Cl:18]N1C(C)(C)C(=O)N(Cl)C1=O.[S:29](S([O-])=O)([O-:32])(=O)=[O:30].[Na+].[Na+].P([O-])([O-])([O-])=O.[K+].[K+].[K+]>ClCCl.O.C(O)(=O)C>[N+:15]([C:14]1[C:9]([S:29]([Cl:18])(=[O:32])=[O:30])=[N:10][CH:11]=[CH:12][CH:13]=1)([O-:17])=[O:16] |f:2.3.4,5.6.7.8|. Reported procedure: 2-Benzylsulfanyl-3-nitro-pyridine (6 g, 24.39 mmol) was dissolved in dichloromethane (84 mL). Acetic acid (12 mL) and water (24 mL) were added. The mixture was chilled to 0° C. With vigorous stirring, 1,3-dichloro-5,5-dimethyl-imidazolidine-2,4-dione (14.4 g, 73.17 mmol) was added portionwise as a suspension in dichloromethane (48 mL). The mixture was allowed to slowly warm to 25° C. and continued to stir for 16 h. The mixture was poured into 5% aqueous sodium metabisulfite solution (100 mL) and... The reactants are Cl (HCl), Cl\C(=C/C(=O)OC)\CCCCC1=CC=CC=C1 (methyl (Z)-3-chloro-7-phenyl-2-heptenoate), COC=1C=C(C=CC1OC)S (3,4-dimethoxythiophenol), C([O-])([O-])=O.[K+].[K+] (potassium carbonate). Run in CO (methanol). The product is COC=1C=C(C=CC1OC)S\C(=C/C(=O)OC)\CCCCC1=CC=CC=C1 (methyl (Z)-3-[(3,4-dimethoxyphenyl)thio]-7-phenyl-2-heptenoate). Isolated yield 74.7%. Reaction SMILES: Cl/[C:2](/[CH2:8][CH2:9][CH2:10][CH2:11][C:12]1[CH:17]=[CH:16][CH:15]=[CH:14][CH:13]=1)=[CH:3]\[C:4]([O:6][CH3:7])=[O:5].[CH3:18][O:19][C:20]1[CH:21]=[C:22]([SH:28])[CH:23]=[CH:24][C:25]=1[O:26][CH3:27].C(=O)([O-])[O-].[K+].[K+].Cl>CO>[CH3:18][O:19][C:20]1[CH:21]=[C:22]([S:28]/[C:2](/[CH2:8][CH2:9][CH2:10][CH2:11][C:12]2[CH:17]=[CH:16][CH:15]=[CH:14][CH:13]=2)=[CH:3]\[C:4]([O:6][CH3:7])=[O:5])[CH:23]=[CH:24][C:25]=1[O:26][CH3:27] |f:2.3.4|. Procedure details: A mixture of methyl (Z)-3-chloro-7-phenyl-2-heptenoate (0.7 g, 2.77 mmol), 3,4-dimethoxythiophenol (0.47 g, 2.77 mmol) and potassium carbonate (0.38 g, 2.77 mmol) in methanol (30 mL) is heated under reflux for 3 hours. The mixture is added to aqueous HCl and is extracted with ether. The organic layer is washed with water and is dried over MgSO4. The solvent is removed in vacuo and the residue is chromatographed on silica gel (4:1 hexane:ethyl acetate) to produce methyl (Z)-3-[(3,4-dimethoxypheny...